Dataset: the Open Reaction Database (ORD), a public repository of structured organic reaction records. Task: describe an organic reaction: reactants, conditions, products, and yield The reactants are N1C(=NC2=C1C=CC=C2)C(=O)N2CCC(CC2)C(=O)OCC (ethyl 1-(1H-benzo[d]imidazole-2-carbonyl)piperidine-4-carboxylate), C([O-])([O-])=O.[Cs+].[Cs+] (cesium carbonate), ClC1=CC=C(C=C1)CCl (1-chloro-4-(chloromethyl)benzene). Run in O (water), C(C)(=O)OCC (ethyl acetate), CN(C)C=O (DMF). Conditions: temperature 80 celsius, time 18 hour. Yields the product ClC1=CC=C(CN2C(=NC3=C2C=CC=C3)C(=O)N3CCC(CC3)C(=O)OCC)C=C1 (ethyl 1-(1-(4-chlorobenzyl)-1H-benzo[d]imidazole-2-carbonyl)piperidine-4-carboxylate). Reaction SMILES: [NH:1]1[C:5]2[CH:6]=[CH:7][CH:8]=[CH:9][C:4]=2[N:3]=[C:2]1[C:10]([N:12]1[CH2:17][CH2:16][CH:15]([C:18]([O:20][CH2:21][CH3:22])=[O:19])[CH2:14][CH2:13]1)=[O:11].C(=O)([O-])[O-].[Cs+].[Cs+].[Cl:29][C:30]1[CH:35]=[CH:34][C:33]([CH2:36]Cl)=[CH:32][CH:31]=1>CN(C=O)C.O.C(OCC)(=O)C>[Cl:29][C:30]1[CH:35]=[CH:34][C:33]([CH2:36][N:1]2[C:5]3[CH:6]=[CH:7][CH:8]=[CH:9][C:4]=3[N:3]=[C:2]2[C:10]([N:12]2[CH2:13][CH2:14][CH:15]([C:18]([O:20][CH2:21][CH3:22])=[O:19])[CH2:16][CH2:17]2)=[O:11])=[CH:32][CH:31]=1 |f:1.2.3|. Procedure: ethyl 1-(1H-benzo[d]imidazole-2-carbonyl)piperidine-4-carboxylate (80 mg, 0.265 mmol) and cesium carbonate (130 mg, 0.398 mmol) were dissolved in DMF (Volume: 2.0 ml). 1-chloro-4-(chloromethyl)benzene (0.051 ml, 0.398 mmol) was added and the reaction was heated at 80° C. overnight. After 18 hours, the reaction was cooled to room temperature and diluted with water and ethyl acetate. The organic phase was washed with saturated sodium chloride four times before it was dried over magnesium sulfate, ...